From a dataset of the Open Reaction Database (ORD), a public repository of structured organic reaction records. describe an organic reaction: reactants, conditions, products, and yield The reactants are C1CCOC1, CC(C)OC(=O)c1ccc(C(F)(F)F)cc1OC(C)C, Cl. Yields the product CC(C)Oc1cc(C(F)(F)F)ccc1C(=O)O. Reaction SMILES: [CH2:22]1[O:23][CH2:24][CH2:25][CH2:26]1.[CH:1]([CH3:2])([CH3:3])[O:4][C:5]([c:6]1[c:7]([O:16][CH:17]([CH3:18])[CH3:19])[cH:8][c:9]([C:12]([F:13])([F:14])[F:15])[cH:10][cH:11]1)=[O:20].[ClH:21]>>[O:4]=[C:5]([c:6]1[c:7]([O:16][CH:17]([CH3:18])[CH3:19])[cH:8][c:9]([C:12]([F:13])([F:14])[F:15])[cH:10][cH:11]1)[OH:20]. The reactants are Cc1cccc(C(=O)Cl)c1C, ClCCl, Nc1ccc(C(=O)N2Cc3ccccc3Cc3ccccc32)cc1. The product is Cc1cccc(C(=O)Nc2ccc(C(=O)N3Cc4ccccc4Cc4ccccc43)cc2)c1C. As a reaction SMILES: [CH3:25][c:26]1[c:27]([C:28](=[O:29])[Cl:30])[cH:31][cH:32][cH:33][c:34]1[CH3:35].[Cl:36][CH2:37][Cl:38].[NH2:1][c:2]1[cH:3][cH:4][c:5]([C:6](=[O:7])[N:8]2[c:9]3[c:10]([cH:19][cH:20][cH:21][cH:22]3)[CH2:11][c:12]3[c:13]([cH:15][cH:16][cH:17][cH:18]3)[CH2:14]2)[cH:23][cH:24]1>>[NH:1]([c:2]1[cH:3][cH:4][c:5]([C:6](=[O:7])[N:8]2[c:9]3[c:10]([cH:19][cH:20][cH:21][cH:22]3)[CH2:11][c:12]3[c:13]([cH:15][cH:16][cH:17][cH:18]3)[CH2:14]2)[cH:23][cH:24]1)[C:28]([c:27]1[c:26]([CH3:25])[c:34]([CH3:35])[cH:33][cH:32][cH:31]1)=[O:29]. The reactants are Compound B, p-toluene sulfonamido, C(C)OS(=O)(=O)OCC (diethylsulfate), C(C1=CC=CC=C1)(=O)C=1C(=C(NC1C)C1=CC=CC=C1)N(S(=O)(=O)C1=CC=C(C=C1)C)CC (4-benzoyl-3-(N-ethyl-p-toluenesulfonamido)-5-methyl-2-phenyl-pyrrole). Product: C(C1=CC=CC=C1)(=O)C=1C(=C(N(C1C)CC)C1=CC=CC=C1)NCC (4-Benzoyl-1-ethyl-3-ethylamino-5-methyl-2-phenyl-pyrrole). Reaction SMILES: [CH2:1](OS(OCC)(=O)=O)[CH3:2].[C:10]([C:18]1[C:19]([N:30]([CH2:41][CH3:42])S(C2C=CC(C)=CC=2)(=O)=O)=[C:20]([C:24]2[CH:29]=[CH:28][CH:27]=[CH:26][CH:25]=2)[NH:21][C:22]=1[CH3:23])(=[O:17])[C:11]1[CH:16]=[CH:15][CH:14]=[CH:13][CH:12]=1>>[C:10]([C:18]1[C:19]([NH:30][CH2:41][CH3:42])=[C:20]([C:24]2[CH:25]=[CH:26][CH:27]=[CH:28][CH:29]=2)[N:21]([CH2:1][CH3:2])[C:22]=1[CH3:23])(=[O:17])[C:11]1[CH:16]=[CH:15][CH:14]=[CH:13][CH:12]=1. Procedure: Compound B) is transformed into the corresponding p-toluene sulfonamido derivative (M.p. 230°-33° C) by reaction with p-toluenesulfonychloride. This compound is subsequently reacted in strong alkaline solution with diethylsulfate, thus obtaining 4-benzoyl-3-(N-ethyl-p-toluenesulfonamido)-5-methyl-2-phenyl-pyrrole (M.p. 152°-53° C), which is in turn converted into the title compound (B.p. 220° C/0.015 mmHg) by acid hydrolysis. Reactants: COC(CC1=CC2=CC=C(C=C2C(=C1C)C1=CC=C(C=C1)NC(=O)NC1=CC=CC=C1)Cl)=O ({6-chloro-3-methyl-4-[4-(3-phenyl-ureido)-phenyl]-naphthalen-2-yl}-acetic acid methyl ester), [OH-].[Na+] (sodium hydroxide). The solvent is C(C)O (ethanol), C1CCOC1 (THF). Conditions: time 5 hour. Yields the product ClC=1C=C2C(=C(C(=CC2=CC1)CC(=O)O)C)C1=CC=C(C=C1)NC(=O)NC1=CC=CC=C1 ({6-chloro-3-methyl-4-[4-(3-phenyl-ureido)-phenyl]-naphthalen-2-yl}-acetic acid). The yield is 92.4%. Reaction SMILES: C[O:2][C:3](=[O:33])[CH2:4][C:5]1[C:14]([CH3:15])=[C:13]([C:16]2[CH:21]=[CH:20][C:19]([NH:22][C:23]([NH:25][C:26]3[CH:31]=[CH:30][CH:29]=[CH:28][CH:27]=3)=[O:24])=[CH:18][CH:17]=2)[C:12]2[C:7](=[CH:8][CH:9]=[C:10]([Cl:32])[CH:11]=2)[CH:6]=1.[OH-].[Na+]>C(O)C.C1COCC1>[Cl:32][C:10]1[CH:11]=[C:12]2[C:7](=[CH:8][CH:9]=1)[CH:6]=[C:5]([CH2:4][C:3]([OH:33])=[O:2])[C:14]([CH3:15])=[C:13]2[C:16]1[CH:21]=[CH:20][C:19]([NH:22][C:23]([NH:25][C:26]2[CH:27]=[CH:28][CH:29]=[CH:30][CH:31]=2)=[O:24])=[CH:18][CH:17]=1 |f:1.2|. Procedure: To a solution of {6-chloro-3-methyl-4-[4-(3-phenyl-ureido)-phenyl]-naphthalen-2-yl}-acetic acid methyl ester (40 mg, 0.09 mmol) in ethanol (2 mL) and THF (3 mL) was added a solution of sodium hydroxide (262 uL, 1.0 N) at room temperature. The resulting mixture was stirred for 5 hours. Then, the solvents were removed under vacuum and the residue was diluted with water (10 mL) and acidified with 1.0 N hydrochloric acid. The mixture was allowed to stand for 3 h, then the solid was filtered off and ... The reactants are OC(=O)C(F)(F)F.NCCC1=CC(=C(C=C1)N1CC(N(S1(=O)=O)CC[Si](C)(C)C)=O)OCC1=CC=CC=C1 (5-[4-(2-Aminoethyl)-2-benzyloxyphenyl]-1,1-dioxo-2-(2-trimethylsilanylethyl)-1,2,5-thiadiazolidin-3-one TFA Salt), ClS(=O)(=O)N=C=O (chlorosulfonyl isocyanate), C(C)(C)(C)O (t-butanol). Yields the product O=S1(N(CC(N1CC[Si](C)(C)C)=O)C1=C(C=C(C=C1)CCNS(=O)(=O)NC(OC(C)(C)C)=O)OCC1=CC=CC=C1)=O (Tert-Butyl [({2-[4-(1,1-dioxido-4-oxo-5-(2-trimethylsilanylethyl)-1,2,5-thiadiazolidin-2-yl)-3-benzyloxyphenyl]ethyl}amino)sulfonyl]carbamate). Reaction SMILES: OC(C(F)(F)F)=O.[NH2:8][CH2:9][CH2:10][C:11]1[CH:16]=[CH:15][C:14]([N:17]2[S:21](=[O:23])(=[O:22])[N:20]([CH2:24][CH2:25][Si:26]([CH3:29])([CH3:28])[CH3:27])[C:19](=[O:30])[CH2:18]2)=[C:13]([O:31][CH2:32][C:33]2[CH:38]=[CH:37][CH:36]=[CH:35][CH:34]=2)[CH:12]=1.Cl[S:40]([N:43]=[C:44]=[O:45])(=[O:42])=[O:41].[C:46]([OH:50])([CH3:49])([CH3:48])[CH3:47]>>[O:22]=[S:21]1(=[O:23])[N:20]([CH2:24][CH2:25][Si:26]([CH3:27])([CH3:28])[CH3:29])[C:19](=[O:30])[CH2:18][N:17]1[C:14]1[CH:15]=[CH:16][C:11]([CH2:10][CH2:9][NH:8][S:40]([NH:43][C:44](=[O:45])[O:50][C:46]([CH3:49])([CH3:48])[CH3:47])(=[O:42])=[O:41])=[CH:12][C:13]=1[O:31][CH2:32][C:33]1[CH:34]=[CH:35][CH:36]=[CH:37][CH:38]=1 |f:0.1|. Procedure details: The title compound is prepared from 5-[4-(2-aminoethyl)-2-benzyloxyphenyl]-1,1-dioxo-2-(2-trimethylsilanylethyl)-1,2,5-thiadiazolidin-3-one TFA salt (Example 67, step A), chlorosulfonyl isocyanate and t-butanol analogous to Example 55, step D. Reactants: CCOc1cc(C(C)(C)C)ncc1C1=NC(C)(c2ccc(Cl)cc2)C(C)(c2ccc(Cl)cc2)N1C(=O)Cl, FC(F)(F)CCN1CCNCC1. Product: CCOc1cc(C(C)(C)C)ncc1C1=NC(C)(c2ccc(Cl)cc2)C(C)(c2ccc(Cl)cc2)N1C(=O)N1CCN(CCC(F)(F)F)CC1. Reaction SMILES: [C:1]([CH3:2])([CH3:3])([CH3:4])[c:5]1[cH:6][c:7]([O:35][CH2:36][CH3:37])[c:8]([C:11]2=[N:15][C:14]([CH3:16])([c:17]3[cH:18][cH:19][c:20]([Cl:23])[cH:21][cH:22]3)[C:13]([CH3:24])([c:25]3[cH:26][cH:27][c:28]([Cl:31])[cH:29][cH:30]3)[N:12]2[C:32](=[O:33])[Cl:34])[cH:9][n:10]1.[F:38][C:39]([CH2:40][CH2:41][N:42]1[CH2:43][CH2:44][NH:45][CH2:46][CH2:47]1)([F:48])[F:49]>>[C:1]([CH3:2])([CH3:3])([CH3:4])[c:5]1[cH:6][c:7]([O:35][CH2:36][CH3:37])[c:8]([C:11]2=[N:15][C:14]([CH3:16])([c:17]3[cH:18][cH:19][c:20]([Cl:23])[cH:21][cH:22]3)[C:13]([CH3:24])([c:25]3[cH:26][cH:27][c:28]([Cl:31])[cH:29][cH:30]3)[N:12]2[C:32](=[O:33])[N:45]2[CH2:44][CH2:43][N:42]([CH2:41][CH2:40][C:39]([F:38])([F:48])[F:49])[CH2:47][CH2:46]2)[cH:9][n:10]1. Reactants: [Li]C(C)(C)C, C1CCOC1, CCCCC, O=S(=O)(c1ccccc1)n1ccc2cc(-c3cccc(F)c3)cnc21. The product is CCc1cc2cc(-c3cccc(F)c3)cnc2n1S(=O)(=O)c1ccccc1. Reaction SMILES: [C:1]([CH3:2])([Li:3])([CH3:4])[CH3:5].[CH2:36]1[O:37][CH2:38][CH2:39][CH2:40]1.[CH3:6][CH2:7][CH2:8][CH2:9][CH3:10].[c:11]1([S:17](=[O:18])(=[O:19])[n:20]2[cH:21][cH:22][c:23]3[c:24]2[n:25][cH:26][c:27](-[c:29]2[cH:30][c:31]([F:35])[cH:32][cH:33][cH:34]2)[cH:28]3)[cH:12][cH:13][cH:14][cH:15][cH:16]1>>[CH2:1]([CH3:2])[c:21]1[n:20]([S:17]([c:11]2[cH:12][cH:13][cH:14][cH:15][cH:16]2)(=[O:18])=[O:19])[c:24]2[c:23]([cH:22]1)[cH:28][c:27](-[c:29]1[cH:30][c:31]([F:35])[cH:32][cH:33][cH:34]1)[cH:26][n:25]2. Reactants: II (iodine), solution, BrC1=CC(=C(C=C1)C1=CC=CC=C1)F (4-bromo-2-fluorobiphenyl), [Mg] (magnesium), BrC1=CC(=C(C=C1)C1=CC=CC=C1)F (4-bromo-2-fluorobiphenyl), C(=O)=O (dry ice), [Mg] (magnesium). Solvent: C1CCOC1 (THF), C1CCOC1 (THF). Conditions: temperature -10 celsius. Yields the product FC=1C=C(C(=O)O)C=CC1C1=CC=CC=C1 (3-fluoro-4-phenylbenzoic acid). The yield is 740.3%. RXN SMILES: [Mg].II.Br[C:5]1[CH:10]=[CH:9][C:8]([C:11]2[CH:16]=[CH:15][CH:14]=[CH:13][CH:12]=2)=[C:7]([F:17])[CH:6]=1.[C:18](=[O:20])=[O:19]>C1COCC1>[F:17][C:7]1[CH:6]=[C:5]([CH:10]=[CH:9][C:8]=1[C:11]1[CH:16]=[CH:15][CH:14]=[CH:13][CH:12]=1)[C:18]([OH:20])=[O:19]. Reported procedure: A suspension of magnesium (0.968 g, 3.98 mmol) and a few crystals of iodine in anhyd THF (200 mL) were treated with dropwise addition of 10 mL of a solution of 4-bromo-2-fluorobiphenyl (10.0 g, 3.98 mmol) in THF (100 mL). The mixture was heated to gentle reflux and a reaction ensued. At that time, the remaining solution of 4-bromo-2-fluorobiphenyl was added dropwise to the flask over a 3-minute period. The contents were then stirred at reflux under argon until no magnesium consumption was observ...